Dataset: the Open Reaction Database (ORD), a public repository of structured organic reaction records. Task: describe an organic reaction: reactants, conditions, products, and yield The reactants are C(=O)(O)[O-].[Na+] (NaHCO3), O=C1CCC(CC1)C(=O)OCC (ethyl 4-oxocyclohexanecarboxylate), BrBr (bromine). Run in O (water), C(C)OCC (diethyl ether), C(C)OCC (diethyl ether). Reaction conditions: time 40 minute. Yields the product BrC1CC(CCC1=O)C(=O)OCC (Ethyl 3-bromo-4-oxocyclohexanecarboxylate). As a reaction SMILES: [O:1]=[C:2]1[CH2:7][CH2:6][CH:5]([C:8]([O:10][CH2:11][CH3:12])=[O:9])[CH2:4][CH2:3]1.[Br:13]Br.C([O-])(O)=O.[Na+]>C(OCC)C.O>[Br:13][CH:3]1[C:2](=[O:1])[CH2:7][CH2:6][CH:5]([C:8]([O:10][CH2:11][CH3:12])=[O:9])[CH2:4]1 |f:2.3|. Reported procedure: To a 0° C. solution of ethyl 4-oxocyclohexanecarboxylate (6.0 g, 35.3 mmol) in diethyl ether (200 mL) was added dropwise a solution of bromine (5.3 g, 33.3 mmol) in diethyl ether (20 mL). The resulting mixture was stirred at room temperature for 40 min, then was cooled in an ice/water bath, diluted with water, and neutralized with aqueous NaHCO3 solution. The organic layer was separated and washed with water then brine, then was dried over MgSO4 and concentrated to an oil, which was used in next... Starting materials: N(N)C=1C=C(C#N)C=CC1 (3-hydrazinobenzonitrile), C(C)OC(CC(=O)C)=O (ethylacetoacetate). The product is CC1=NN(C(C1)=O)C=1C=C(C#N)C=CC1 (3-(4,5-dihydro-3-methyl-5-oxo-1H-pyrazol-1-yl)-benzonitrile). As a reaction SMILES: [NH:1]([C:3]1[CH:4]=[C:5]([CH:8]=[CH:9][CH:10]=1)[C:6]#[N:7])[NH2:2].C([O:13][C:14](=O)[CH2:15][C:16]([CH3:18])=O)C>>[CH3:18][C:16]1[CH2:15][C:14](=[O:13])[N:1]([C:3]2[CH:4]=[C:5]([CH:8]=[CH:9][CH:10]=2)[C:6]#[N:7])[N:2]=1. Procedure: From the reaction of 3-hydrazinobenzonitrile and ethylacetoacetate, 3-(4,5-dihydro-3-methyl-5-oxo-1H-pyrazol-1-yl)-benzonitrile is obtained. Subsequent reaction with 2-ethylaniline yields 3-(4-(2-ethylanilinomethylene)-4,5-dihydro-3-methyl-5-oxo-1H-pyrazol-1-yl)-benzonitrile, Mp 210.8° C.